This data is from the Open Reaction Database (ORD), a public repository of structured organic reaction records. The task is: describe an organic reaction: reactants, conditions, products, and yield Product: N1=CN=C2NC=NC2=C1N[C@@H](C)C=1N(C(C2=C(C=CC=C2C1)CC)=O)C1=CC=CC=C1 ((S)-3-(1-((9H-purin-6-yl)amino)ethyl)-8-ethyl-2-phenylisoquinolin-1(2H)-one). Reaction SMILES: [N:1]1[C:9]([NH:10][C@H:11]([C:13]2[N:14]([C:26]3[CH:31]=[CH:30][CH:29]=[CH:28][CH:27]=3)[C:15](=[O:25])[C:16]3[C:21]([CH:22]=2)=[CH:20][CH:19]=[CH:18][C:17]=3[CH:23]=[CH2:24])[CH3:12])=[C:8]2[C:4]([NH:5][CH:6]=[N:7]2)=[N:3][CH:2]=1>CO.[Pd]>[N:1]1[C:9]([NH:10][C@H:11]([C:13]2[N:14]([C:26]3[CH:31]=[CH:30][CH:29]=[CH:28][CH:27]=3)[C:15](=[O:25])[C:16]3[C:21]([CH:22]=2)=[CH:20][CH:19]=[CH:18][C:17]=3[CH2:23][CH3:24])[CH3:12])=[C:8]2[C:4]([NH:5][CH:6]=[N:7]2)=[N:3][CH:2]=1. The reagents and catalysts are [Pd] (palladium). The reactants are N1=CN=C2NC=NC2=C1N[C@@H](C)C=1N(C(C2=C(C=CC=C2C1)C=C)=O)C1=CC=CC=C1 ((S)-3-(1-((9H-purin-6-yl)amino)ethyl)-2-phenyl-8-vinylisoquinolin-1(2H)-one). Run in CO (MeOH). Reaction conditions: time 1 hour. Reported procedure: A mixture of (S)-3-(1-((9H-purin-6-yl)amino)ethyl)-2-phenyl-8-vinylisoquinolin-1(2H)-one (8) (120 mg, 0.29 mmol) and palladium (10% weight on carbon, 24 mg) in anhydrous MeOH (25 mL) was degassed and flushed with hydrogen (three cycles). The reaction mixture was stirred under a hydrogen atmosphere (hydrogen balloon) at RT for 1 h. The mixture was filtered through Celite and rinsed with ethyl acetate. The filtrate was concentrated in vacuo and the residue was purified by ISCO (silica gel cartridg... Starting materials: CC(=O)[O-], CC(=O)O, O=Cc1cc(F)c(O)c(F)c1, C[N+](=O)[O-], [NH4+]. Product: O=[N+]([O-])C=Cc1cc(F)c(O)c(F)c1. As a reaction SMILES: [CH3:17][C:18](=[O:19])[O-:20].[CH3:21][C:22](=[O:23])[OH:24].[F:1][c:2]1[cH:3][c:4]([CH:5]=[O:6])[cH:7][c:8]([F:11])[c:9]1[OH:10].[N+:12](=[O:13])([O-:14])[CH3:15].[NH4+:16]>>[F:1][c:2]1[cH:3][c:4]([CH:5]=[CH:15][N+:12](=[O:13])[O-:14])[cH:7][c:8]([F:11])[c:9]1[OH:10]. The reactants are FC1=CC=C(C=C1)C1=NC=CC(=C1)C1=CN=C2N1C=CC(=C2)C=2C=C(C=CC2)O (3-{3-[2-(4-Fluoro-phenyl)-pyridin-4-yl]-imidazo[1,2-a]pyridin-7-yl}-phenol), Cl.ClCCCN1CCCCC1 (1-(3-chloropropyl)piperidine monohydrochloride), C([O-])([O-])=O.[K+].[K+] (potassium carbonate). The solvent is CN(C)C=O (DMF), C(Cl)Cl (CH2Cl2). Reaction conditions: temperature 60 celsius. Product: FC1=CC=C(C=C1)C1=NC=CC(=C1)C1=CN=C2N1C=CC(=C2)C2=CC(=CC=C2)OCCCN2CCCCC2 (3-[2-(4-fluoro-phenyl)-pyridin-4-yl]-7-[3-(3-piperidin-1-yl-propoxy)-phenyl]-imidazo[1,2-a]pyridine). As a reaction SMILES: [F:1][C:2]1[CH:7]=[CH:6][C:5]([C:8]2[CH:13]=[C:12]([C:14]3[N:18]4[CH:19]=[CH:20][C:21]([C:23]5[CH:24]=[C:25]([OH:29])[CH:26]=[CH:27][CH:28]=5)=[CH:22][C:17]4=[N:16][CH:15]=3)[CH:11]=[CH:10][N:9]=2)=[CH:4][CH:3]=1.Cl.Cl[CH2:32][CH2:33][CH2:34][N:35]1[CH2:40][CH2:39][CH2:38][CH2:37][CH2:36]1.C(=O)([O-])[O-].[K+].[K+]>CN(C=O)C.C(Cl)Cl>[F:1][C:2]1[CH:3]=[CH:4][C:5]([C:8]2[CH:13]=[C:12]([C:14]3[N:18]4[CH:19]=[CH:20][C:21]([C:23]5[CH:28]=[CH:27][CH:26]=[C:25]([O:29][CH2:32][CH2:33][CH2:34][N:35]6[CH2:40][CH2:39][CH2:38][CH2:37][CH2:36]6)[CH:24]=5)=[CH:22][C:17]4=[N:16][CH:15]=3)[CH:11]=[CH:10][N:9]=2)=[CH:6][CH:7]=1 |f:1.2,3.4.5|. Procedure details: 3-{3-[2-(4-Fluoro-phenyl)-pyridin-4-yl]-imidazo[1,2-a]pyridin-7-yl}-phenol (Ex. 1.102) (1 eq, 0.131 mmol, 50 mg), 1-(3-chloropropyl)piperidine monohydrochloride (2.0 eq, 0.262 mmol, 53.7 mg) and potassium carbonate (3.0 eq, 0.394 mmol, 54.4 mg) are dissolved in DMF (4 ml) and heated at 60° C. for 16 h. The reaction mixture is diluted with CH2Cl2 and washed with NaHCO3 and brine. The organic phase is dried over MgSO4, filtered and evaporated to dryness. The reaction mixture is purified by flash c... Reactants: Brc1nccs1, CC(=O)[O-], CC(=O)[O-], CCOC(=O)CCc1nnc(Cl)c2cc(OC)ccc12, [Pd+2], [Zn]. The product is CCOC(=O)CCc1nnc(-c2nccs2)c2cc(OC)ccc12. RXN SMILES: [Br:21][c:22]1[s:23][cH:24][cH:25][n:26]1.[C:28]([O-:29])(=[O:30])[CH3:31].[C:33]([O-:34])(=[O:35])[CH3:36].[CH2:1]([CH3:2])[O:3][C:4]([CH2:5][CH2:6][c:7]1[n:8][n:9][c:10]([Cl:19])[c:11]2[cH:12][c:13]([O:17][CH3:18])[cH:14][cH:15][c:16]12)=[O:20].[Pd+2:32].[Zn:27]>>[CH2:1]([CH3:2])[O:3][C:4]([CH2:5][CH2:6][c:7]1[n:8][n:9][c:10](-[c:22]2[s:23][cH:24][cH:25][n:26]2)[c:11]2[cH:12][c:13]([O:17][CH3:18])[cH:14][cH:15][c:16]12)=[O:20]. Reactants: CCCCN1C(=O)C(Cl)=C(c2ccccc2)S1(=O)=O, CC#N, CC(C)(C)OC(=O)N1CCc2cc(N)ccc2C1. As a reaction SMILES: [CH2:1]([CH2:2][CH2:3][CH3:4])[N:5]1[S:6](=[O:18])(=[O:19])[C:7]([c:12]2[cH:13][cH:14][cH:15][cH:16][cH:17]2)=[C:8]([Cl:11])[C:9]1=[O:10].[CH3:38][C:39]#[N:40].[NH2:20][c:21]1[cH:22][c:23]2[c:28]([cH:29][cH:30]1)[CH2:27][N:26]([C:31](=[O:32])[O:33][C:34]([CH3:35])([CH3:36])[CH3:37])[CH2:25][CH2:24]2>>[CH2:1]([CH2:2][CH2:3][CH3:4])[N:5]1[S:6](=[O:18])(=[O:19])[C:7]([c:12]2[cH:13][cH:14][cH:15][cH:16][cH:17]2)=[C:8]([NH:20][c:21]2[cH:22][c:23]3[c:28]([cH:29][cH:30]2)[CH2:27][N:26]([C:31](=[O:32])[O:33][C:34]([CH3:35])([CH3:36])[CH3:37])[CH2:25][CH2:24]3)[C:9]1=[O:10]. Product: CCCCN1C(=O)C(Nc2ccc3c(c2)CCN(C(=O)OC(C)(C)C)C3)=C(c2ccccc2)S1(=O)=O. The reactants are BrCc1ccccc1Br, O=C1CCCCCC1, C1COCCN1, Cc1ccccc1, C1COCCO1, O. Product: O=C1CCCCCC1Cc1ccccc1Br. Reaction SMILES: [Br:15][c:16]1[c:17]([CH2:18][Br:19])[cH:20][cH:21][cH:22][cH:23]1.[C:1]1(=[O:8])[CH2:2][CH2:3][CH2:4][CH2:5][CH2:6][CH2:7]1.[CH2:9]1[NH:10][CH2:11][CH2:12][O:13][CH2:14]1.[CH3:25][c:26]1[cH:27][cH:28][cH:29][cH:30][cH:31]1.[O:32]1[CH2:33][CH2:34][O:35][CH2:36][CH2:37]1.[OH2:24]>>[C:1]1(=[O:8])[CH:2]([CH2:18][c:17]2[c:16]([Br:15])[cH:23][cH:22][cH:21][cH:20]2)[CH2:3][CH2:4][CH2:5][CH2:6][CH2:7]1. The reactants are C(CC)C=1C(NC=NC1C)=O (5-propyl-6-methyl-pyrimidin4-one), O=P(Cl)(Cl)Cl (POCl3). Run at temperature 85 celsius. The product is C(CC)C=1C(=NC=NC1C)Cl (5-propyl4-chloro-6-methyl-pyrimidine). Reaction SMILES: [CH2:1]([C:4]1[C:5](=O)[NH:6][CH:7]=[N:8][C:9]=1[CH3:10])[CH2:2][CH3:3].O=P(Cl)(Cl)[Cl:14]>>[CH2:1]([C:4]1[C:5]([Cl:14])=[N:6][CH:7]=[N:8][C:9]=1[CH3:10])[CH2:2][CH3:3]. Procedure: A mixture of 5-propyl-6-methyl-pyrimidin4-one (10 mmol) and POCl3 (25 ml) is heated at 85° C. for 4 hours. The solvent is removed in vacuo and EtOAc (30 ml) and water (30 ml) are added to the residue. NaHCO3 is carefully added until the pH of aqueous layer is greater than 7. The layers are separated and the aqueous layer is extracted with EtOAc (2×30 ml). The combined extracts are washed with brine (50 ml), dried (Na2SO4), and evaporated. Flash column purification of the residue with 6:1 EtOAc:h... Reactants: C(#N)C1(CCN(CC1)C(=O)OC(C)(C)C)C1=NC=CC(=C1)CO (tert-butyl 4-cyano-4-[4-(hydroxymethyl)pyridine-2-yl]piperidine-1-carboxylate), OI1(OC(C2=C1C=CC=C2)=O)=O (1-hydroxy-1,2-benziodoxol-3(1H)-one 1-oxide). Run in C(C)#N (acetonitrile). Run at temperature 80 celsius. Yields the product C(#N)C1(CCN(CC1)C(=O)OC(C)(C)C)C1=NC=CC(=C1)C=O (tert-butyl 4-cyano-4-(4-formylpyridin-2-yl)piperidine-1-carboxylate). Reaction SMILES: [C:1]([C:3]1([C:16]2[CH:21]=[C:20]([CH2:22][OH:23])[CH:19]=[CH:18][N:17]=2)[CH2:8][CH2:7][N:6]([C:9]([O:11][C:12]([CH3:15])([CH3:14])[CH3:13])=[O:10])[CH2:5][CH2:4]1)#[N:2].OI1(=O)C2C=CC=CC=2C(=O)O1>C(#N)C>[C:1]([C:3]1([C:16]2[CH:21]=[C:20]([CH:22]=[O:23])[CH:19]=[CH:18][N:17]=2)[CH2:8][CH2:7][N:6]([C:9]([O:11][C:12]([CH3:15])([CH3:14])[CH3:13])=[O:10])[CH2:5][CH2:4]1)#[N:2]. Reported procedure: To a solution of tert-butyl 4-cyano-4-[4-(hydroxymethyl)pyridine-2-yl]piperidine-1-carboxylate (see Example 23, 0.465 g, 1.46 mmol) in 7 mL of acetonitrile was added 1-hydroxy-1,2-benziodoxol-3(1H)-one 1-oxide (1.23 g, 4.39 mmol). The mixture was heated to 80° C. for 1 h, cooled to rt, and filtered through a glass frit. The filter cake was washed 3× with dichloromethane and the organic filtrate was concentrated in vacuo. The resultant residue was subjected to silica gel chromatography eluting wi... The reactants are COCCOC, [Na+], [Na+], O=C([O-])[O-], c1ccc(P(c2ccccc2)(c2ccccc2)[Pd](P(c2ccccc2)(c2ccccc2)c2ccccc2)(P(c2ccccc2)(c2ccccc2)c2ccccc2)P(c2ccccc2)(c2ccccc2)c2ccccc2)cc1, Brc1cncc(-c2nc(-c3ccccn3)no2)c1, OB(O)c1ccsc1. The product is c1ccc(-c2noc(-c3cncc(-c4ccsc4)c3)n2)nc1. As a reaction SMILES: [CH3:110][O:111][CH2:112][CH2:113][O:114][CH3:115].[Na+:27].[Na+:28].[O-:29][C:30](=[O:31])[O-:32].[cH:33]1[cH:34][cH:35][c:36]([P:37]([Pd:38]([P:39]([c:40]2[cH:41][cH:42][cH:43][cH:44][cH:45]2)([c:46]2[cH:47][cH:48][cH:49][cH:50][cH:51]2)[c:52]2[cH:53][cH:54][cH:55][cH:56][cH:57]2)([P:58]([c:59]2[cH:60][cH:61][cH:62][cH:63][cH:64]2)([c:65]2[cH:66][cH:67][cH:68][cH:69][cH:70]2)[c:71]2[cH:72][cH:73][cH:74][cH:75][cH:76]2)[P:77]([c:78]2[cH:79][cH:80][cH:81][cH:82][cH:83]2)([c:84]2[cH:85][cH:86][cH:87][cH:88][cH:89]2)[c:90]2[cH:91][cH:92][cH:93][cH:94][cH:95]2)([c:96]2[cH:97][cH:98][cH:99][cH:100][cH:101]2)[c:102]2[cH:103][cH:104][cH:105][cH:106][cH:107]2)[cH:108][cH:109]1.[n:1]1[c:2](-[c:7]2[n:8][o:9][c:10](-[c:12]3[cH:13][n:14][cH:15][c:16]([Br:18])[cH:17]3)[n:11]2)[cH:3][cH:4][cH:5][cH:6]1.[s:19]1[cH:20][c:21]([B:24]([OH:25])[OH:26])[cH:22][cH:23]1>>[n:1]1[c:2](-[c:7]2[n:8][o:9][c:10](-[c:12]3[cH:13][n:14][cH:15][c:16](-[c:21]4[cH:20][s:19][cH:23][cH:22]4)[cH:17]3)[n:11]2)[cH:3][cH:4][cH:5][cH:6]1.